From a dataset of the Open Reaction Database (ORD), a public repository of structured organic reaction records. describe an organic reaction: reactants, conditions, products, and yield The reactants are BrC1=CC=C(C=C1)NCC=1C=NC=CC1 (N-(4-bromophenyl)pyridin-3-ylmethylamine), FC1=C(C=CC=C1)O (2-fluorophenol). Yields the product FC1=C(OC2=CC=C(C=C2)NCC=2C=NC=CC2)C=CC=C1 (N-(4-(2-fluorophenoxy)phenyl)pyrid-3-ylmethylamine). RXN SMILES: Br[C:2]1[CH:7]=[CH:6][C:5]([NH:8][CH2:9][C:10]2[CH:11]=[N:12][CH:13]=[CH:14][CH:15]=2)=[CH:4][CH:3]=1.[F:16][C:17]1[CH:22]=[CH:21][CH:20]=[CH:19][C:18]=1[OH:23]>>[F:16][C:17]1[CH:22]=[CH:21][CH:20]=[CH:19][C:18]=1[O:23][C:2]1[CH:7]=[CH:6][C:5]([NH:8][CH2:9][C:10]2[CH:11]=[N:12][CH:13]=[CH:14][CH:15]=2)=[CH:4][CH:3]=1. Procedure details: Using the method of Example 342 using N-(4-bromophenyl)pyridin-3-ylmethylamine and 2-fluorophenol (Aldrich)and purifying via preparative HPLC eluting with 90:10 to 80:20 DCM/ethyl acetate gave N-(4-(2-fluorophenoxy)phenyl)pyrid-3-ylmethylamine. Anal Calcd for C18H15FN2O: C, 73.45; H, 5.14; N, 9.52. Found: C, 73.36; H, 5.22; N, 9.35. MS found 295.1 [M+H]+ Reactants: N#Cc1nnc(Br)s1, CCOC(=O)Cn1nnc(-c2nnc(Br)s2)n1, Cl, [N-]=[N+]=[N-], [Na+], O. Product: Brc1nnc(-c2nnn[nH]2)s1. As a reaction SMILES: [Br:18][c:19]1[s:20][c:21]([C:22]#[N:23])[n:24][n:25]1.[Br:1][c:2]1[n:3][n:4][c:5](-[c:7]2[n:8][n:9][n:10]([CH2:12][C:13]([O:14][CH2:15][CH3:16])=[O:17])[n:11]2)[s:6]1.[ClH:30].[N-:26]=[N+:27]=[N-:28].[Na+:29].[OH2:31]>>[Br:1][c:2]1[n:3][n:4][c:5](-[c:7]2[n:8][n:9][n:10][nH:11]2)[s:6]1. Reactants: [Cl-].C(C(=C)C)(=O)OCC[NH+]1C(N(CC1)CC1=CC=CC=C1)CCCCCCCCCCCCCCCC(C)C (1-(2-methacryloxyethyl)-2-isostearyl-3-benzylimidazolinium chloride), C=CC1=CC=C(C=C1)S(=O)(=O)[O-].[Na+] (sodium p-styrene sulfonate). Run in C(Cl)Cl (methylene chloride). Reaction conditions: temperature 45 celsius, time 4 hour. Yields the product C=CC1=CC=C(C=C1)S(=O)(=O)[O-].C(C(=C)C)(=O)OCC[NH+]1C(N(CC1)CC1=CC=CC=C1)CCCCCCCCCCCCCCCC(C)C (1-(2-methacryloxyethyl)-2-isostearyl-3-benzylimidazolinium p-styrene sulfonate), C(=CC1=CC=CC=C1)S(=O)(=O)[O-].C(C(=C)C)(=O)OCC[NH+]1C(N(CC1)CC1=CC=CC=C1)CCCCCCCCCCCCCCCC(C)C (1-(2-methacryloxyethyl)-2-isostearyl-3-benzylimidazolinium Styrene Sulfonate). RXN SMILES: [Cl-].[C:2]([O:7][CH2:8][CH2:9][NH+:10]1[CH2:14][CH2:13][N:12]([CH2:15][C:16]2[CH:21]=[CH:20][CH:19]=[CH:18][CH:17]=2)[CH:11]1[CH2:22][CH2:23][CH2:24][CH2:25][CH2:26][CH2:27][CH2:28][CH2:29][CH2:30][CH2:31][CH2:32][CH2:33][CH2:34][CH2:35][CH2:36][CH:37]([CH3:39])[CH3:38])(=[O:6])[C:3]([CH3:5])=[CH2:4].[CH2:40]=[CH:41][C:42]1[CH:47]=[CH:46][C:45]([S:48]([O-:51])(=[O:50])=[O:49])=[CH:44][CH:43]=1.[Na+]>C(Cl)Cl>[CH2:40]=[CH:41][C:42]1[CH:43]=[CH:44][C:45]([S:48]([O-:51])(=[O:50])=[O:49])=[CH:46][CH:47]=1.[C:2]([O:7][CH2:8][CH2:9][NH+:10]1[CH2:14][CH2:13][N:12]([CH2:15][C:16]2[CH:21]=[CH:20][CH:19]=[CH:18][CH:17]=2)[CH:11]1[CH2:22][CH2:23][CH2:24][CH2:25][CH2:26][CH2:27][CH2:28][CH2:29][CH2:30][CH2:31][CH2:32][CH2:33][CH2:34][CH2:35][CH2:36][CH:37]([CH3:39])[CH3:38])(=[O:6])[C:3]([CH3:5])=[CH2:4].[CH:45]([S:48]([O-:51])(=[O:50])=[O:49])=[CH:15][C:16]1[CH:17]=[CH:18][CH:19]=[CH:20][CH:21]=1.[C:2]([O:7][CH2:8][CH2:9][NH+:10]1[CH2:14][CH2:13][N:12]([CH2:15][C:16]2[CH:21]=[CH:20][CH:19]=[CH:18][CH:17]=2)[CH:11]1[CH2:22][CH2:23][CH2:24][CH2:25][CH2:26][CH2:27][CH2:28][CH2:29][CH2:30][CH2:31][CH2:32][CH2:33][CH2:34][CH2:35][CH2:36][CH:37]([CH3:39])[CH3:38])(=[O:6])[C:3]([CH3:5])=[CH2:4] |f:0.1,2.3,5.6,7.8|. Reported procedure: To a solution of 154 g of 1-(2-methacryloxyethyl)-2-isostearyl-3-benzylimidazolinium chloride in 900 ml of methylene chloride is added 1.3 molar equivalents (75.6 g) of sodium p-styrene sulfonate. The slurry is heated to 45° C. and stirred for 4 hours. The solids are separated from the supernatant liquid and the methylene chloride is removed to give an oil of 1-(2-methacryloxyethyl)-2-isostearyl-3-benzylimidazolinium p-styrene sulfonate, (5A). The reactants are CC=1C=C(C=C(C1)C1=CN=CS1)NC1=NC=CC(=N1)C(F)(F)F (N-[3-methyl-5-(1,3-thiazol-5-yl)phenyl]-4-(trifluoromethyl)pyrimidin-2-amine), CC=1C=C(C=C(C1)C1=CN=CS1)NC1=NC=CC(=N1)C(F)(F)F (N-[3-methyl-5-(1,3-thiazol-5-yl)phenyl]-4-(trifluoromethyl)pyrimidin-2-amine), BrC=1C=CC(=NC1)C(C)=O (1-(5-Bromopyridin-2-yl)ethanone), C(C)(C)[N-]C(C)C.[Li+] (lithium diisopropylamide). The solvent is C1CCOC1 (THF), C1CCOC1 (THF), C1CCOC1 (THF). Run at temperature -78 celsius, time 30 minute. Yields the product BrC=1C=CC(=NC1)C(C)(O)C=1SC(=CN1)C1=CC(=CC(=C1)NC1=NC=CC(=C1)C(F)(F)F)C (1-(5-bromopyridin-2-yl)-1-[5-(3-methyl-5-{[4-(trifluoromethyl)pyridin-2-yl]amino}phenyl)-1,3-thiazol-2-yl]ethanol). Isolated yield 50.4%. RXN SMILES: [CH:1]([N-]C(C)C)(C)C.[Li+].[CH3:9][C:10]1[CH:11]=[C:12]([NH:21][C:22]2N=[C:26]([C:28]([F:31])([F:30])[F:29])[CH:25]=[CH:24][N:23]=2)[CH:13]=[C:14]([C:16]2[S:20][CH:19]=[N:18][CH:17]=2)[CH:15]=1.[Br:32][C:33]1[CH:34]=[CH:35][C:36]([C:39](=[O:41])[CH3:40])=[N:37][CH:38]=1>C1COCC1>[Br:32][C:33]1[CH:34]=[CH:35][C:36]([C:39]([C:19]2[S:20][C:16]([C:14]3[CH:13]=[C:12]([NH:21][C:22]4[CH:1]=[C:26]([C:28]([F:29])([F:30])[F:31])[CH:25]=[CH:24][N:23]=4)[CH:11]=[C:10]([CH3:9])[CH:15]=3)=[CH:17][N:18]=2)([OH:41])[CH3:40])=[N:37][CH:38]=1 |f:0.1|. Reported procedure: THF (20 ml) was cooled to −78° C., and lithium diisopropylamide (7.64 ml, 13.75 mmol) was added. N-[3-methyl-5-(1,3-thiazol-5-yl)phenyl]-4-(trifluoromethyl)pyrimidin-2-amine (INTERMEDIATE 4, 1.85 g, 5.50 mmol) in THF (15 ml) was added drop wise, and the reaction was stirred at −78° C. for 30 min. 1-(5-Bromopyridin-2-yl)ethanone (1.100 g, 5.50 mmol) in THF (5 ml) was subsequently added in one portion. The reaction was stirred for 10 min at −78° C. The dry ice bath was removed, and the reaction wa... RXN SMILES: [CH3:30][S:31]([OH:32])(=[O:33])=[O:34].[CH3:35][OH:36].[Cl:37][CH2:38][Cl:39].[F:1][c:2]1[c:3]([CH2:8][CH2:9][NH:10][CH2:11][c:12]2[cH:13][c:14]([O:28][CH3:29])[c:15]([O:16][c:17]3[n:18][cH:19][c:20]([C:21](=[O:22])[NH2:23])[cH:24][cH:25]3)[cH:26][cH:27]2)[cH:4][cH:5][cH:6][cH:7]1>>[CH3:30][S:31](=[O:32])(=[O:33])[OH:34].[F:1][c:2]1[c:3]([CH2:8][CH2:9][NH:10][CH2:11][c:12]2[cH:13][c:14]([O:28][CH3:29])[c:15]([O:16][c:17]3[n:18][cH:19][c:20]([C:21](=[O:22])[NH2:23])[cH:24][cH:25]3)[cH:26][cH:27]2)[cH:4][cH:5][cH:6][cH:7]1. The product is CS(=O)(=O)O, COc1cc(CNCCc2ccccc2F)ccc1Oc1ccc(C(N)=O)cn1. Reactants: CS(=O)(=O)O, CO, ClCCl, COc1cc(CNCCc2ccccc2F)ccc1Oc1ccc(C(N)=O)cn1. Starting materials: Br[Mg]c1ccccc1, O=Cc1cccc(-c2ccccc2)c1OCc1ccccc1, [Cl-], [NH4+], C1CCOC1. Yields the product OC(c1ccccc1)c1cccc(-c2ccccc2)c1OCc1ccccc1. Reaction SMILES: [Br:23][Mg:24][c:25]1[cH:26][cH:27][cH:28][cH:29][cH:30]1.[CH2:1]([c:2]1[cH:3][cH:4][cH:5][cH:6][cH:7]1)[O:8][c:9]1[c:10](-[c:17]2[cH:18][cH:19][cH:20][cH:21][cH:22]2)[cH:11][cH:12][cH:13][c:14]1[CH:15]=[O:16].[Cl-:31].[NH4+:32].[O:33]1[CH2:34][CH2:35][CH2:36][CH2:37]1>>[CH2:1]([c:2]1[cH:3][cH:4][cH:5][cH:6][cH:7]1)[O:8][c:9]1[c:10](-[c:17]2[cH:18][cH:19][cH:20][cH:21][cH:22]2)[cH:11][cH:12][cH:13][c:14]1[CH:15]([OH:16])[c:25]1[cH:26][cH:27][cH:28][cH:29][cH:30]1. Reactants: ClC=1C=C(C=CC1Cl)C1(CN(C(C1)=O)C(C1=CC(=C(C(=C1)OC)OC)OC)=O)CCCS(=O)(=O)[O-] (2-[3-(3,4-dichloro-phenyl)-5-oxo-1-(3,4,5-trimethoxy-benzoyl)-pyrrolidin-3-yl]-ethyl-methanesulfonate), Cl.C1(=CC=CC=C1)C1(CCNCC1)C(=O)N (4-phenyl-piperidine-4-carboxylic acid amide hydrochloride). Yields the product ClC=1C=C(C=CC1Cl)C1(CN(C(C1)=O)C(C1=CC(=C(C(=C1)OC)OC)OC)=O)CCN1CCC(CC1)(C(=O)N)C1=CC=CC=C1 (1-[2-[3-(3,4-dichloro-phenyl)-5-oxo-1-(3,4,5-trimethoxy-benzoyl)-pyrrolidin-3-yl]-ethyl]-4-phenyl-piperidine-4-carboxylic acid amide). As a reaction SMILES: [Cl:1][C:2]1[CH:3]=[C:4]([C:9]2([CH2:29][CH2:30]CS([O-])(=O)=O)[CH2:13][C:12](=[O:14])[N:11]([C:15](=[O:28])[C:16]3[CH:21]=[C:20]([O:22][CH3:23])[C:19]([O:24][CH3:25])=[C:18]([O:26][CH3:27])[CH:17]=3)[CH2:10]2)[CH:5]=[CH:6][C:7]=1[Cl:8].Cl.[C:37]1([C:43]2([C:49]([NH2:51])=[O:50])[CH2:48][CH2:47][NH:46][CH2:45][CH2:44]2)[CH:42]=[CH:41][CH:40]=[CH:39][CH:38]=1>>[Cl:1][C:2]1[CH:3]=[C:4]([C:9]2([CH2:29][CH2:30][N:46]3[CH2:45][CH2:44][C:43]([C:37]4[CH:38]=[CH:39][CH:40]=[CH:41][CH:42]=4)([C:49]([NH2:51])=[O:50])[CH2:48][CH2:47]3)[CH2:13][C:12](=[O:14])[N:11]([C:15](=[O:28])[C:16]3[CH:21]=[C:20]([O:22][CH3:23])[C:19]([O:24][CH3:25])=[C:18]([O:26][CH3:27])[CH:17]=3)[CH2:10]2)[CH:5]=[CH:6][C:7]=1[Cl:8] |f:1.2|. Procedure details: Prepare according to the method of example 3.3 using 2-[3-(3,4-dichloro-phenyl)-5-oxo-1-(3,4,5-trimethoxy-benzoyl)-pyrrolidin-3-yl]-ethyl-methanesulfonate (5 mmol) and 4-phenyl-piperidine-4-carboxylic acid amide hydrochloride (7.5 mmol, 1.5 eq.). Chromatograph on silica gel to give the title compound. The reactants are Cc1ccccc1, O=C=NS(=O)(=O)Cl, O, O=C1Cc2ccc(-c3ccccc3)cc2N1. The product is NC(=O)N1C(=O)Cc2ccc(-c3ccccc3)cc21. RXN SMILES: [CH3:17][c:18]1[cH:19][cH:20][cH:21][cH:22][cH:23]1.[Cl:24][S:25](=[O:26])(=[O:27])[N:28]=[C:29]=[O:30].[OH2:31].[c:1]1(-[c:7]2[cH:8][cH:9][c:10]3[c:14]([cH:15]2)[NH:13][C:12](=[O:16])[CH2:11]3)[cH:2][cH:3][cH:4][cH:5][cH:6]1>>[c:1]1(-[c:7]2[cH:8][cH:9][c:10]3[c:14]([cH:15]2)[N:13]([C:29]([NH2:28])=[O:30])[C:12](=[O:16])[CH2:11]3)[cH:2][cH:3][cH:4][cH:5][cH:6]1. Reactants: NC(C(C(CC1=CC=CC=C1)NC(C1=C(N=CC=C1)N1N=C(C=C1)CN1CCOCC1)=O)O)=O (N-(4-amino-3-hydroxy-4-oxo-1-phenylbutan-2-yl)-2-(3-(morpholinomethyl)-1H-pyrazol-1-yl)nicotinamide), CS(=O)C (DMSO), ClC(C(=O)O)Cl (2,2-dichloroacetic acid), C(=O)(O)[O-].[Na+] (NaHCO3). Run in [Cl-].[Na+].O (brine). Run at time 15 minute. The product is NC(C(C(CC1=CC=CC=C1)NC(C1=C(N=CC=C1)N1N=C(C=C1)CN1CCOCC1)=O)=O)=O (N-(4-Amino-3,4-dioxo-1-phenylbutan-2-yl)-2-(3-(morpholinomethyl)-1H-pyrazol-1-yl)nicotinamide). Yield: 21.5%. As a reaction SMILES: [NH2:1][C:2](=[O:34])[CH:3]([OH:33])[CH:4]([NH:12][C:13](=[O:32])[C:14]1[CH:19]=[CH:18][CH:17]=[N:16][C:15]=1[N:20]1[CH:24]=[CH:23][C:22]([CH2:25][N:26]2[CH2:31][CH2:30][O:29][CH2:28][CH2:27]2)=[N:21]1)[CH2:5][C:6]1[CH:11]=[CH:10][CH:9]=[CH:8][CH:7]=1.CS(C)=O.ClC(Cl)C(O)=O.C([O-])(O)=O.[Na+]>[Cl-].[Na+].O>[NH2:1][C:2](=[O:34])[C:3](=[O:33])[CH:4]([NH:12][C:13](=[O:32])[C:14]1[CH:19]=[CH:18][CH:17]=[N:16][C:15]=1[N:20]1[CH:24]=[CH:23][C:22]([CH2:25][N:26]2[CH2:27][CH2:28][O:29][CH2:30][CH2:31]2)=[N:21]1)[CH2:5][C:6]1[CH:11]=[CH:10][CH:9]=[CH:8][CH:7]=1 |f:3.4,5.6.7|. Procedure details: To a solution of N-(4-amino-3-hydroxy-4-oxo-1-phenylbutan-2-yl)-2-(3-(morpholinomethyl)-1H-pyrazol-1-yl)nicotinamide (70 mg, 0.151 mmol) in DMSO (3 mL) EDC (240 mg, 1.252 mmol) and—after stirring for 5 min—2,2-dichloroacetic acid (50 μL, 0.609 mmol) were added, and the mixture stirred for 15 min at room temperature. 60 mL of a 1:1 mixture of brine and sat. NaHCO3-solution (60 mL) was added, the stirring continued for 10 min, extracted with ethylacetate (3×50 mL), the combined organic layers drie... The reactants are C1CCC2=NCCCN2CC1, COc1cc(N2CC(C)NCC2C)ccc1C#N, Cc1ccccc1, COC(=O)Nc1ccc(C(F)(F)F)nc1. Yields the product COc1cc(N2CC(C)N(C(=O)Nc3ccc(C(F)(F)F)nc3)CC2C)ccc1C#N. Reaction SMILES: [CH2:34]1[CH2:35][CH2:36][C:37]2=[N:42][CH2:41][CH2:40][CH2:39][N:38]2[CH2:43][CH2:44]1.[CH3:16][CH:17]1[N:18]([c:24]2[cH:25][c:26]([O:32][CH3:33])[c:27]([C:28]#[N:29])[cH:30][cH:31]2)[CH2:19][CH:20]([CH3:23])[NH:21][CH2:22]1.[CH3:45][c:46]1[cH:47][cH:48][cH:49][cH:50][cH:51]1.[F:1][C:2]([c:3]1[cH:4][cH:5][c:6]([NH:9][C:10]([O:11][CH3:12])=[O:13])[cH:7][n:8]1)([F:14])[F:15]>>[F:1][C:2]([c:3]1[cH:4][cH:5][c:6]([NH:9][C:10](=[O:13])[N:21]2[CH:20]([CH3:23])[CH2:19][N:18]([c:24]3[cH:25][c:26]([O:32][CH3:33])[c:27]([C:28]#[N:29])[cH:30][cH:31]3)[CH:17]([CH3:16])[CH2:22]2)[cH:7][n:8]1)([F:14])[F:15].